Dataset: the Open Reaction Database (ORD), a public repository of structured organic reaction records. Task: describe an organic reaction: reactants, conditions, products, and yield Starting materials: C(C)OCC (diethyl ether), NC1=C(N=C(C(=[N+]1[O-])CC(C)(C)CC(C)C)OCC1=CC=CC=C1)CO (6-amino-5-hydroxymethyl-3-benzyloxy-2-isobutyl isobutylpyrazine 1-oxide), CSSC (dimethyl disulfide), N(=O)OCCC(C)C (isoamyl nitrite). Run in CC#N (CH3CN). The product is C(C1=CC=CC=C1)OC=1C(=[N+](C(=C(N1)CO)SC)[O-])CC(C)C (3-Benzyloxy-5-hydroxymethyl-2-isobutyl-6-methylthiopyrazine 1-oxide). RXN SMILES: N[C:2]1[N+:7]([O-:8])=[C:6]([CH2:9][C:10](CC(C)C)([CH3:12])[CH3:11])[C:5]([O:17][CH2:18][C:19]2[CH:24]=[CH:23][CH:22]=[CH:21][CH:20]=2)=[N:4][C:3]=1[CH2:25][OH:26].[CH3:27][S:28]SC.N(OCCC(C)C)=O.C(OCC)C>CC#N>[CH2:18]([O:17][C:5]1[C:6]([CH2:9][CH:10]([CH3:12])[CH3:11])=[N+:7]([O-:8])[C:2]([S:28][CH3:27])=[C:3]([CH2:25][OH:26])[N:4]=1)[C:19]1[CH:24]=[CH:23][CH:22]=[CH:21][CH:20]=1. Procedure: 4.55 Grams of 6-amino-5-hydroxymethyl-3-benzyloxy-2-isobutyl isobutylpyrazine 1-oxide and 6.75 ml of dimethyl disulfide were dissolved in 50 ml of CH3CN, and thereto was added 3.02 ml of isoamyl nitrite. The mixture was subjected to a reaction for 20 minutes at 70°-80° C., and the reaction mixture was cooled to room temperature, and mixed with 150 ml of diethyl ether. The resulting mixture was washed with water (100 ml×3), and the ether layer was dried over MgSO4. The solvent was removed by evap... Reactants: N=C1NC2(C(N1C1=CC(=C(C#N)C=C1)C(F)(F)F)=O)CCCCC2 (4-[2-imino-4-oxo-1,3-diazaspiro[4.5]decan-3-yl]-2-(trifluoromethyl)-benzonitrile), Cl (hydrochloric acid), C(O)([O-])=O.[Na+] (sodium hydrogen carbonate). Run in C(C)O (ethanol). Product: O=C1NC2(C(N1C1=CC(=C(C#N)C=C1)C(F)(F)F)=O)CCCCC2 (4-(2,4-dioxo-1,3-diazaspiro(4.5)decan-3-yl)-2-(trifluoromethyl)-benzonitrile). RXN SMILES: N=[C:2]1[N:6]([C:7]2[CH:14]=[CH:13][C:10]([C:11]#[N:12])=[C:9]([C:15]([F:18])([F:17])[F:16])[CH:8]=2)[C:5](=[O:19])[C:4]2([CH2:24][CH2:23][CH2:22][CH2:21][CH2:20]2)[NH:3]1.Cl.C(=O)([O-])[OH:27].[Na+]>C(O)C>[O:27]=[C:2]1[N:6]([C:7]2[CH:14]=[CH:13][C:10]([C:11]#[N:12])=[C:9]([C:15]([F:18])([F:17])[F:16])[CH:8]=2)[C:5](=[O:19])[C:4]2([CH2:24][CH2:23][CH2:22][CH2:21][CH2:20]2)[NH:3]1 |f:2.3|. Procedure details: 1.10 g of the product obtained in Stage 2 above, 3 ml of 6N hydrochloric acid and 8 ml of ethanol are introduced, the mixture is taken to reflux for one hour, cooled down to ambient temperature, neutralized by the addition of sodium hydrogen carbonate, extracted with ethyl acetate. The organic phases are combined, washed with water, dried, filtered and concentrated. After chromatography on silica eluting with methylene chloride-acetone: 9-1, then recrystallization from isopropanol, 470 mg of exp...